describe an organic reaction: reactants, conditions, products, and yield From a dataset of the Open Reaction Database (ORD), a public repository of structured organic reaction records. The reactants are FC1=C(C=C2C=CC=NC2=C1)CC1=CN=C2N1N=C(C=C2)C=2C=NN(C2)CCOC2OCCCC2 (7-fluoro-6-(6-{1-[2-(tetrahydro-pyran-2-yloxy)-ethyl]-1H-pyrazol-4-yl}-imidazo[1,2-b]pyridazin-3-ylmethyl)-quinoline), Cl (HCl). The solvent is C(Cl)Cl (DCM), O1CCOCC1 (dioxane). Conditions: time 1 hour. The product is FC1=C(C=C2C=CC=NC2=C1)CC1=CN=C2N1N=C(C=C2)C=2C=NN(C2)CCO (2-{4-[3-(7-Fluoro-quinolin-6-ylmethyl)-imidazo[1,2-b]pyridazin-6-yl]-pyrazol-1-yl}-ethanol). RXN SMILES: [F:1][C:2]1[CH:11]=[C:10]2[C:5]([CH:6]=[CH:7][CH:8]=[N:9]2)=[CH:4][C:3]=1[CH2:12][C:13]1[N:17]2[N:18]=[C:19]([C:22]3[CH:23]=[N:24][N:25]([CH2:27][CH2:28][O:29]C4CCCCO4)[CH:26]=3)[CH:20]=[CH:21][C:16]2=[N:15][CH:14]=1.Cl>C(Cl)Cl.O1CCOCC1>[F:1][C:2]1[CH:11]=[C:10]2[C:5]([CH:6]=[CH:7][CH:8]=[N:9]2)=[CH:4][C:3]=1[CH2:12][C:13]1[N:17]2[N:18]=[C:19]([C:22]3[CH:23]=[N:24][N:25]([CH2:27][CH2:28][OH:29])[CH:26]=3)[CH:20]=[CH:21][C:16]2=[N:15][CH:14]=1. Reported procedure: To a solution of 7-fluoro-6-(6-{1-[2-(tetrahydro-pyran-2-yloxy)-ethyl]-1H-pyrazol-4-yl}-imidazo[1,2-b]pyridazin-3-ylmethyl)-quinoline (Stage 254.1, 72 mg, 0.152 mmol) in DCM (2 mL) stirred at rt was added a solution of HCl in dioxane (4 M, 0.381 mL). The RM was stirred 1 h at rt, during this time the product precipitated as an oil. The supernatant DCM was discarded, the residue was taken in EtOAc and washed with a solution of 10% NaHCO3. The organic phase was dried over Na2SO4 and concentrated u... The yield is 34.0%. Reaction conditions: time 16 hour. The product is OC1=C(C(N(C1=O)CCCCC)C)C(=O)OCC (Ethyl 2,5-dihydro-4-hydroxy-2-methyl-5-oxo-1-pentyl-1H-pyrrole-3-carboxylate). Procedure details: To a solution of n-pentyl amine (28.98 ml, 0.25 mol) in absolute EtOH (110 ml) was added ethyl crotonate (31.1 ml, 0.25 mol) and the solution was stirred for 16 h at room temperature. To the clear solution was then added diethyl oxalate (33.95 ml, 0.25 mol) followed by a solution of sodium ethoxide [freshly prepared from sodium (5.75 g, 0.25 mol) and 75 ml of absolute EtOH]. After stirring for 16 h at room temperature, the solvent was removed in vacuo to give an orange oil. Water was added to th... Run in O (Water). The reactants are C(CCCC)N (n-pentyl amine), C(\C=C\C)(=O)OCC (ethyl crotonate), CCO (EtOH), [O-]CC.[Na+] (sodium ethoxide), [Na] (sodium), CCO (EtOH), C(C(=O)OCC)(=O)OCC (diethyl oxalate), Cl (HCl). RXN SMILES: [CH2:1]([NH2:6])[CH2:2][CH2:3][CH2:4][CH3:5].C([O:12][CH2:13][CH3:14])(=O)/C=C/C.[C:15]([O:22][CH2:23][CH3:24])(=[O:21])[C:16](OCC)=O.[O-][CH2:26][CH3:27].[Na+].[Na].Cl.CC[OH:33]>O>[OH:33][C:14]1[C:13](=[O:12])[N:6]([CH2:1][CH2:2][CH2:3][CH2:4][CH3:5])[CH:26]([CH3:27])[C:16]=1[C:15]([O:22][CH2:23][CH3:24])=[O:21] |f:3.4,^1:28|.